From a dataset of the Open Reaction Database (ORD), a public repository of structured organic reaction records. describe an organic reaction: reactants, conditions, products, and yield Reactants: C(C)(=O)O[C@H]1[C@@H](O[C@@H]([C@H]1OC(C)=O)COC(C)=O)N1C(=NC=2C(N)=NC(=NC12)I)Br (2′,3′,5′-tri-O-acetyl-2-iodo-8-bromoadenosine), CN (methylamine). The product is IC=1N=C(C=2N=C(N([C@H]3[C@H](O)[C@H](O)[C@@H](CO)O3)C2N1)NC)N (2-Iodo-8-methylaminoadenosine). Reaction SMILES: C([O:4][C@@H:5]1[C@H:9]([O:10]C(=O)C)[C@@H:8]([CH2:14][O:15]C(=O)C)[O:7][C@H:6]1[N:19]1[C:28]2[N:27]=[C:26]([I:29])[N:25]=[C:23]([NH2:24])[C:22]=2[N:21]=[C:20]1Br)(=O)C.[CH3:31][NH2:32]>>[I:29][C:26]1[N:25]=[C:23]([NH2:24])[C:22]2[N:21]=[C:20]([NH:32][CH3:31])[N:19]([C:28]=2[N:27]=1)[C@@H:6]1[O:7][C@H:8]([CH2:14][OH:15])[C@@H:9]([OH:10])[C@H:5]1[OH:4]. Procedure: The reaction was performed with 2′,3′,5′-tri-O-acetyl-2-iodo-8-bromoadenosine (6, 100 mg, 0.17 mmol) and methylamine (16 ml, 40% w/v in water). Yield 54.6 mg (0.13 mmol, 77%), mp 162–164÷C; 1H NMR (DMSO-d6) δ 7.02 (d, 1H, J=5.15 Hz, NH), 6.93 (s, 2H, NH2), 5.77 (d, 1H, J=7.56 Hz, H-1′), 5.66 (t, 1H, J=4.81 Hz, OH-2′), 5.31 (d, 1H, J=6.52 Hz, OH-5′), 5.18 (d, 1H, J=4.46 Hz, OH-3′), 4.56 (q, 1H, J=5.15 Hz, H-2′), 4.09–4.04 (m, 1H, H-3′), 3.98–3.91 (m, 1H, H-4′), 3.68–3.57 (m, 2H, H-5′), 2.86 (d, 3... Reactants: CCOC(=O)c1c(C)nn2c(C3CCCCC3)c(Br)cnc12, C1COCCO1, CCOC(C)=O, [K+], [K+], [K+], OB(O)c1ccc(F)cc1, O=P([O-])([O-])[O-]. Yields the product CCOC(=O)c1c(C)nn2c(C3CCCCC3)c(-c3ccc(F)cc3)cnc12. As a reaction SMILES: [CH2:1]([CH3:2])[O:3][C:4](=[O:5])[c:6]1[c:7]([CH3:22])[n:8][n:9]2[c:10]1[n:11][cH:12][c:13]([Br:21])[c:14]2[CH:15]1[CH2:16][CH2:17][CH2:18][CH2:19][CH2:20]1.[CH2:41]1[O:42][CH2:43][CH2:44][O:45][CH2:46]1.[CH3:47][CH2:48][O:49][C:50](=[O:51])[CH3:52].[K+:38].[K+:39].[K+:40].[OH:23][B:24]([OH:25])[c:26]1[cH:27][cH:28][c:29]([F:30])[cH:31][cH:32]1.[P:33]([O-:34])([O-:35])([O-:36])=[O:37]>>[CH2:1]([CH3:2])[O:3][C:4](=[O:5])[c:6]1[c:7]([CH3:22])[n:8][n:9]2[c:10]1[n:11][cH:12][c:13](-[c:26]1[cH:27][cH:28][c:29]([F:30])[cH:31][cH:32]1)[c:14]2[CH:15]1[CH2:16][CH2:17][CH2:18][CH2:19][CH2:20]1. Reactants: CCOC(=O)CCCCc1cc(OC)c(OC)cc1N, C1CCOC1, Cl, [Na+], [OH-]. Yields the product COc1cc(N)c(CCCCC(=O)O)cc1OC. Reaction SMILES: [CH2:1]([CH3:2])[O:3][C:4]([CH2:5][CH2:6][CH2:7][CH2:8][c:9]1[c:10]([NH2:19])[cH:11][c:12]([O:17][CH3:18])[c:13]([O:15][CH3:16])[cH:14]1)=[O:20].[CH2:24]1[O:25][CH2:26][CH2:27][CH2:28]1.[ClH:23].[Na+:22].[OH-:21]>>[O:3]=[C:4]([CH2:5][CH2:6][CH2:7][CH2:8][c:9]1[c:10]([NH2:19])[cH:11][c:12]([O:17][CH3:18])[c:13]([O:15][CH3:16])[cH:14]1)[OH:20]. Reactants: ClC1=C(C=CC=C1)C1C(=C(NC(=C1C(=O)OC)C)COCC(=O)N)C(=O)OCC (2-{[4-(2-chlorophenyl)-3-ethoxycarbonyl-5-methoxycarbonyl-6-methyl-1,4-dihydropyridin-2-yl]methoxy}acetamide), N1=CC=CC=C1 (pyridine), FC(C(=O)OC(C(F)(F)F)=O)(F)F (trifluoroacetic anhydride). The solvent is O1CCOCC1 (dioxane), O1CCOCC1 (dioxane), O (water). Run at time 4 hour. Yields the product ClC1=C(C=CC=C1)C1C(=C(NC(=C1C(=O)OC)C)COCC#N)C(=O)OCC (2-{[4-(2-Chlorophenyl)-3-ethoxycarbonyl-5-methoxycarbonyl-6-methyl-1,4-dihydropyridin-2-yl]methoxy}acetonitrile). The yield is 74.6%. Reaction SMILES: FC(F)(F)C(OC(=O)C(F)(F)F)=O.[Cl:14][C:15]1[CH:20]=[CH:19][CH:18]=[CH:17][C:16]=1[CH:21]1[C:26]([C:27]([O:29][CH3:30])=[O:28])=[C:25]([CH3:31])[NH:24][C:23]([CH2:32][O:33][CH2:34][C:35]([NH2:37])=O)=[C:22]1[C:38]([O:40][CH2:41][CH3:42])=[O:39].N1C=CC=CC=1>O1CCOCC1.O>[Cl:14][C:15]1[CH:20]=[CH:19][CH:18]=[CH:17][C:16]=1[CH:21]1[C:26]([C:27]([O:29][CH3:30])=[O:28])=[C:25]([CH3:31])[NH:24][C:23]([CH2:32][O:33][CH2:34][C:35]#[N:37])=[C:22]1[C:38]([O:40][CH2:41][CH3:42])=[O:39]. Procedure details: A solution of trifluoroacetic anhydride (0.56 g) in dioxane (5 ml) was added dropwise over 5 minutes to a stirred, ice-cooled solution of 2-{[4-(2-chlorophenyl)-3-ethoxycarbonyl-5-methoxycarbonyl-6-methyl-1,4-dihydropyridin-2-yl]methoxy}acetamide (0.84 g) and pyridine (0.32 g) in dioxane (25 ml). The mixture was stirred at room temperature for 4 hours, diluted with water and extracted with ethyl acetate. The ethyl acetate extract was washed with water, dried over sodium sulphate and evaporated. ... RXN SMILES: [BH4-:26].[CH3:23][O-:24].[CH3:29][OH:30].[ClH:1].[ClH:28].[K+:27].[Na+:25].[O:2]1[CH2:3][C:4]([C:12]([CH2:13][CH2:14][N:15]2[CH2:16][CH2:17][N:18]([CH3:21])[CH2:19][CH2:20]2)=[O:22])=[CH:5][c:6]2[cH:7][cH:8][cH:9][cH:10][c:11]21>>[ClH:1].[O:2]1[CH2:3][C:4]([CH:12]([CH2:13][CH2:14][N:15]2[CH2:16][CH2:17][N:18]([CH3:21])[CH2:19][CH2:20]2)[OH:22])=[CH:5][c:6]2[cH:7][cH:8][cH:9][cH:10][c:11]21. Reactants: [BH4-], C[O-], CO, Cl, Cl, [K+], [Na+], CN1CCN(CCC(=O)C2=Cc3ccccc3OC2)CC1. The product is Cl, CN1CCN(CCC(O)C2=Cc3ccccc3OC2)CC1. Starting materials: CC(=O)O, CO, CCOC(C)=O, [Li+], [OH-], O, COC(=O)c1ccc(-c2nnc3n2-c2cccnc2Nc2ccccc2-3)cc1. Product: O=C(O)c1ccc(-c2nnc3n2-c2cccnc2Nc2ccccc2-3)cc1. As a reaction SMILES: [CH3:32][C:33](=[O:34])[OH:35].[CH3:36][OH:37].[CH3:38][CH2:39][O:40][C:41](=[O:42])[CH3:43].[Li+:29].[OH-:30].[OH2:31].[n:1]1[n:2][c:3](-[c:19]2[cH:20][cH:21][c:22]([C:23](=[O:24])[O:25][CH3:26])[cH:27][cH:28]2)[n:4]2[c:10]1-[c:9]1[c:8]([cH:14][cH:13][cH:12][cH:11]1)[NH:7][c:6]1[c:5]-2[cH:18][cH:17][cH:16][n:15]1>>[n:1]1[n:2][c:3](-[c:19]2[cH:20][cH:21][c:22]([C:23](=[O:24])[OH:25])[cH:27][cH:28]2)[n:4]2[c:10]1-[c:9]1[c:8]([cH:14][cH:13][cH:12][cH:11]1)[NH:7][c:6]1[c:5]-2[cH:18][cH:17][cH:16][n:15]1. Starting materials: C(=O)C=1SC=C(N1)CN1C(N(CC1)[C@H](C(=O)OC(C)(C)C)C(C)C)=O (tert-butyl (2S)-2-{3-[(2-formyl-1,3-thiazol-4-yl)methyl]-2-oxo-1-imidazolidinyl}-3-methylbutanoate), C(C)O (ethanol), C(C)(C)N (isopropylamine), [BH4-].[Na+] (NaBH4). Run in C1(=CC=CC=C1)C (toluene). Reaction conditions: temperature 70 celsius, time 2 hour. Product: C(C)(C)NCC=1SC=C(N1)CN1C(N(CC1)[C@H](C(=O)OC(C)(C)C)[C@H](CC)C)=O (tert-butyl (2S,3S)-2-[3-({2-[(isopropylamino)methyl]-1,3-thiazol-4-yl}methyl)-2-oxo-1-imidazolidinyl]-3-methylpentanoate). Reaction SMILES: [CH:1]([C:3]1[S:4][CH:5]=[C:6]([CH2:8][N:9]2[CH2:13][CH2:12][N:11]([C@@H:14]([CH:22]([CH3:24])[CH3:23])[C:15]([O:17][C:18]([CH3:21])([CH3:20])[CH3:19])=[O:16])[C:10]2=[O:25])[N:7]=1)=O.[CH2:26](O)C.[CH:29]([NH2:32])([CH3:31])[CH3:30].[BH4-].[Na+]>C1(C)C=CC=CC=1>[CH:29]([NH:32][CH2:1][C:3]1[S:4][CH:5]=[C:6]([CH2:8][N:9]2[CH2:13][CH2:12][N:11]([C@@H:14]([C@@H:22]([CH3:24])[CH2:23][CH3:26])[C:15]([O:17][C:18]([CH3:21])([CH3:20])[CH3:19])=[O:16])[C:10]2=[O:25])[N:7]=1)([CH3:31])[CH3:30] |f:3.4|. Reported procedure: A solution of Example 273D (65 mg) in toluene:ethanol (0.7 mL, 1:1) was treated with isopropylamine (0.14 mL, 10 equivalents), stirred at 70° C. in a capped vial for 2 hrs. The mixture was cooled to 25° C. and NaBH4 (19 mg, 3 equivalents) was added and the mixture was stirred at 25° C. for 3 days. The solvents were evaporated, and the residue was partitioned between ethyl acetate and saturated NaHCO3, the organic layer was separated and washed with brine, dried over MgSO4, filtered and evaporate...